Task: describe an organic reaction: reactants, conditions, products, and yield. Dataset: the Open Reaction Database (ORD), a public repository of structured organic reaction records The reactants are ClC1=C(C=C(C=C1)[C@@H]1O[C@@H]([C@H]([C@@H]([C@H]1OCC1=CC=CC=C1)OCC1=CC=CC=C1)OCC1=CC=CC=C1)COCC1=CC=CC=C1)C(C(=O)OC)C=1N=[N+](C2=C(N1)C=CC(=C2)C)[O-] (3-(1-(2-Chloro-5-((2S,3S,4R,5R,6R)-3,4,5-tris(benzyloxy)-6-(benzyloxymethyl)tetrahydro-2H-pyran-2-yl)phenyl)-2-methoxy-2-oxoethyl)-7-methylbenzo[e][1,2,4]triazine 1-oxide), ClC1=C(C=C(C=C1)[C@@H]1O[C@@H]([C@H]([C@@H]([C@H]1OCC1=CC=CC=C1)OCC1=CC=CC=C1)OCC1=CC=CC=C1)COCC1=CC=CC=C1)C(C(=O)OC)C=1N=[N+](C2=C(N1)C=CC(=C2)C)[O-] (3-(1-(2-Chloro-5-((2S,3S,4R,5R,6R)-3,4,5-tris(benzyloxy)-6-(benzyloxymethyl)tetrahydro-2H-pyran-2-yl)phenyl)-2-methoxy-2-oxoethyl)-7-methylbenzo[e][1,2,4]triazine 1-oxide), [Cl-].[NH4+] (ammonium chloride), CCOC(=O)C (EtOAc). The reagents and catalysts are [Zn] (Zn). The solvent is O1CCOCC1 (dioxane). The product is ClC1=C(C=C(C=C1)[C@@H]1O[C@@H]([C@H]([C@@H]([C@H]1OCC1=CC=CC=C1)OCC1=CC=CC=C1)OCC1=CC=CC=C1)COCC1=CC=CC=C1)C(C(=O)OC)C=1N=NC2=C(N1)C=CC(=C2)C (Methyl 2-(2-Chloro-5-((2S,3S,4R,5R,6R)-3,4,5-tris(benzyloxy)-6-(benzyloxymethyl)tetrahydro-2H-pyran-2-yl)phenyl)-2-(7-methylbenzo[e][1,2,4]triazin-3-yl)acetate). Isolated yield 74.5%. RXN SMILES: [Cl:1][C:2]1[CH:7]=[CH:6][C:5]([C@H:8]2[C@H:13]([O:14][CH2:15][C:16]3[CH:21]=[CH:20][CH:19]=[CH:18][CH:17]=3)[C@@H:12]([O:22][CH2:23][C:24]3[CH:29]=[CH:28][CH:27]=[CH:26][CH:25]=3)[C@H:11]([O:30][CH2:31][C:32]3[CH:37]=[CH:36][CH:35]=[CH:34][CH:33]=3)[C@@H:10]([CH2:38][O:39][CH2:40][C:41]3[CH:46]=[CH:45][CH:44]=[CH:43][CH:42]=3)[O:9]2)=[CH:4][C:3]=1[CH:47]([C:52]1[N:53]=[N+:54]([O-])[C:55]2[CH:61]=[C:60]([CH3:62])[CH:59]=[CH:58][C:56]=2[N:57]=1)[C:48]([O:50][CH3:51])=[O:49].[Cl-].[NH4+].CCOC(C)=O>O1CCOCC1.[Zn]>[Cl:1][C:2]1[CH:7]=[CH:6][C:5]([C@H:8]2[C@H:13]([O:14][CH2:15][C:16]3[CH:17]=[CH:18][CH:19]=[CH:20][CH:21]=3)[C@@H:12]([O:22][CH2:23][C:24]3[CH:29]=[CH:28][CH:27]=[CH:26][CH:25]=3)[C@H:11]([O:30][CH2:31][C:32]3[CH:37]=[CH:36][CH:35]=[CH:34][CH:33]=3)[C@@H:10]([CH2:38][O:39][CH2:40][C:41]3[CH:42]=[CH:43][CH:44]=[CH:45][CH:46]=3)[O:9]2)=[CH:4][C:3]=1[CH:47]([C:52]1[N:53]=[N:54][C:55]2[CH:61]=[C:60]([CH3:62])[CH:59]=[CH:58][C:56]=2[N:57]=1)[C:48]([O:50][CH3:51])=[O:49] |f:1.2|. Procedure details: 3-(1-(2-Chloro-5-((2S,3S,4R,5R,6R)-3,4,5-tris(benzyloxy)-6-(benzyloxymethyl)tetrahydro-2H-pyran-2-yl)phenyl)-2-methoxy-2-oxoethyl)-7-methylbenzo[e][1,2,4]triazine 1-oxide (compound 61, 310 mg, 0.36 mmol) was treated with Zn (500 mg, 7.6 mmol) and ammonium chloride (500 mg, 9.34 mmol) in aqueous dioxane at room temperature for 1 day. The reaction mixture was diluted and work-up with EtOAc. After evaporating the volatile solvent under reduced pressure, the residue was purified with silica gel colu... Reactants: O1CCOCC1 (dioxane), Cl (hydrogen chloride), N1=CC=CC2=CC(=CC=C12)C(=O)O (quinoline-6-carboxylic acid). Solvent: C(C)O (ethanol). Run at temperature 70 celsius, time 8 hour. Yields the product N1=CC=CC2=CC(=CC=C12)C(=O)OCC (Ethyl quinoline-6-carboxylate). Reaction SMILES: [N:1]1[C:10]2[C:5](=[CH:6][C:7]([C:11]([OH:13])=[O:12])=[CH:8][CH:9]=2)[CH:4]=[CH:3][CH:2]=1.O1CCO[CH2:16][CH2:15]1.Cl>C(O)C>[N:1]1[C:10]2[C:5](=[CH:6][C:7]([C:11]([O:13][CH2:15][CH3:16])=[O:12])=[CH:8][CH:9]=2)[CH:4]=[CH:3][CH:2]=1. Procedure details: 4.9 g of quinoline-6-carboxylic acid was stirred in 80 ml of ethanol. 40 ml of dioxane containing 4 M of hydrogen chloride was added to the obtained mixture. After stirring at 70° C. overnight, the solvent was evaporated and the residue was treated with ethyl acetate as the extracting solvent by an ordinary method to obtain the title compound. Starting materials: [OH-].[Na+] (NaOH), N1(N=NN=C1)C1=CC=C(C=N1)OCC1=NN(N=C1)C1CCN(CC1)C1=NC=C(C=N1)C(=O)[O-] (2-(4-(4-((6-(1H-tetrazol-1-yl)pyridin-3-yloxy)methyl)-2H-1,2,3-triazol-2-yl)piperidin-1-yl)pyrimidine-5-carboxylate), Cl (HCl). Solvent: CO (MeOH). Run at temperature 60 celsius. Product: N1(N=NN=C1)C1=CC=C(C=N1)OCC1=NN(N=C1)C1CCN(CC1)C1=NC=C(C=N1)C(=O)O (2-(4-(4-((6-(1H-tetrazol-1-yl)pyridin-3-yloxy)methyl)-2H-1,2,3-triazol-2-yl)piperidin-1-yl)pyrimidine-5-carboxylic acid). RXN SMILES: [N:1]1([C:6]2[N:11]=[CH:10][C:9]([O:12][CH2:13][C:14]3[CH:18]=[N:17][N:16]([CH:19]4[CH2:24][CH2:23][N:22]([C:25]5[N:30]=[CH:29][C:28]([C:31]([O-:33])=[O:32])=[CH:27][N:26]=5)[CH2:21][CH2:20]4)[N:15]=3)=[CH:8][CH:7]=2)[CH:5]=[N:4][N:3]=[N:2]1.[OH-].[Na+].Cl>CO>[N:1]1([C:6]2[N:11]=[CH:10][C:9]([O:12][CH2:13][C:14]3[CH:18]=[N:17][N:16]([CH:19]4[CH2:20][CH2:21][N:22]([C:25]5[N:26]=[CH:27][C:28]([C:31]([OH:33])=[O:32])=[CH:29][N:30]=5)[CH2:23][CH2:24]4)[N:15]=3)=[CH:8][CH:7]=2)[CH:5]=[N:4][N:3]=[N:2]1 |f:1.2|. Procedure: Ethyl 4-(2-(4-(4-((6-(1H-tetrazol-1-yl)pyridin-3-yloxy)methyl)-2H-1,2,3-triazol-2-yl)piperidin-1-yl)pyrimidine-5-carboxylate (0.8 g, 0.00167 mol) (Example 60) was dissolved in MeOH (20 mL). An aqueous solution of NaOH (10 eq., 40 mL) was added and the reaction mixture was heated at 60° C. for three hours. The methanol was removed in vacuo and the remaining reaction mixture was cooled to 0° C. and concentrated HCl was added drop wise until the pH reached 2-3. The aqueous solution was extracted wi... Starting materials: B, [BH4-], CCOC(=O)Cc1ccc(N2C(=O)c3c(c(OCC)c4ccccc4c3O)C2=O)c(F)c1, C1CCOC1, C1CCOC1, [Na+]. Product: CCOC(=O)Cc1ccc(N2Cc3c(c(OCC)c4ccccc4c3O)C2=O)c(F)c1. As a reaction SMILES: [BH3:35].[BH4-:33].[CH2:1]([CH3:2])[O:3][c:4]1[c:5]2[c:6]([c:7]([OH:28])[c:8]3[c:12]1[C:11](=[O:13])[N:10]([c:14]1[c:15]([F:26])[cH:16][c:17]([CH2:20][C:21](=[O:22])[O:23][CH2:24][CH3:25])[cH:18][cH:19]1)[C:9]3=[O:27])[cH:29][cH:30][cH:31][cH:32]2.[CH2:36]1[O:37][CH2:38][CH2:39][CH2:40]1.[CH2:41]1[O:42][CH2:43][CH2:44][CH2:45]1.[Na+:34]>>[CH2:1]([CH3:2])[O:3][c:4]1[c:5]2[c:6]([c:7]([OH:28])[c:8]3[c:12]1[C:11](=[O:13])[N:10]([c:14]1[c:15]([F:26])[cH:16][c:17]([CH2:20][C:21](=[O:22])[O:23][CH2:24][CH3:25])[cH:18][cH:19]1)[CH2:9]3)[cH:29][cH:30][cH:31][cH:32]2. Starting materials: ClC1=C(C=NC2=CC(=C(C=C12)OC)OCCCC1CNCCC1)C#N (4-chloro-6-methoxy-7-(3-piperidylpropoxy)quinoline-3-carbonitrile), Cl.CC(C)OC1=CC=C(C=C1)NC(=O)N1CCNCC1 (N-[4-(methylethoxy)phenyl]piperazinylcarboxamide hydrochloride). Solvent: CN(C)C=O (DMF). Run at temperature 40 celsius. The product is C(#N)C=1C=NC2=CC(=C(C=C2C1N1CCN(CC1)C(=O)NC1=CC=C(C=C1)OC(C)C)OC)OCCCC1CNCCC1 ({4-[3-cyano-6-methoxy-7-(3-piperidylpropoxy)quinolin-4-yl)piperazinyl}-N-[4-(methylethoxy)phenyl]carboxamide). Reaction SMILES: Cl[C:2]1[C:11]2[C:6](=[CH:7][C:8]([O:14][CH2:15][CH2:16][CH2:17][CH:18]3[CH2:23][CH2:22][CH2:21][NH:20][CH2:19]3)=[C:9]([O:12][CH3:13])[CH:10]=2)[N:5]=[CH:4][C:3]=1[C:24]#[N:25].Cl.[CH3:27][CH:28]([O:30][C:31]1[CH:36]=[CH:35][C:34]([NH:37][C:38]([N:40]2[CH2:45][CH2:44][NH:43][CH2:42][CH2:41]2)=[O:39])=[CH:33][CH:32]=1)[CH3:29]>CN(C=O)C>[C:24]([C:3]1[CH:4]=[N:5][C:6]2[C:11]([C:2]=1[N:43]1[CH2:42][CH2:41][N:40]([C:38]([NH:37][C:34]3[CH:35]=[CH:36][C:31]([O:30][CH:28]([CH3:29])[CH3:27])=[CH:32][CH:33]=3)=[O:39])[CH2:45][CH2:44]1)=[CH:10][C:9]([O:12][CH3:13])=[C:8]([O:14][CH2:15][CH2:16][CH2:17][CH:18]1[CH2:23][CH2:22][CH2:21][NH:20][CH2:19]1)[CH:7]=2)#[N:25] |f:1.2|. Procedure details: To the DMF solution (3 mL) of the 4-chloroquinoline (0.175 g, 0.487 mmol) from step A added K2CO3 (0.155 g, 1.10 mmol) followed by N-[4-(methylethoxy)phenyl]piperazinylcarboxamide hydrochloride (0.169 g, 0.535 mmol). The reaction mixture was heated to 40° C. overnight, during that period starting materials were consumed. After cooling diluted with EtOAc/water and the layers were separated. The organic layer was dried, filtered and evaporated to afford desired product as a crude residue. The crud... Starting materials: CC1(C(CC1=O)=O)C1=CC=C(C=C1)C (2-methyl-2-p-tolyl-cyclobutane-1,3-dione), C(C1=CC=CC=C1)=O (benzaldehyde), FC=1C=C2C(=CNC2=CC1)C (5-fluoro-3-methyl-1H-indole). Product: FC=1C=C2C(=C(NC2=CC1)C(C=1C(C(C1O)(C1=CC=C(C=C1)C)C)=O)C1=CC=CC=C1)C (2-[(5-Fluoro-3-methyl-1H-indol-2-yl)-phenyl-methyl]-3-hydroxy-4-methyl-4-p-tolyl-cyclobut-2-enone). Reaction SMILES: [CH3:1][C:2]1([C:8]2[CH:13]=[CH:12][C:11]([CH3:14])=[CH:10][CH:9]=2)[C:5](=[O:6])[CH2:4][C:3]1=[O:7].[CH:15](=O)[C:16]1[CH:21]=[CH:20][CH:19]=[CH:18][CH:17]=1.[F:23][C:24]1[CH:25]=[C:26]2[C:30](=[CH:31][CH:32]=1)[NH:29][CH:28]=[C:27]2[CH3:33]>>[F:23][C:24]1[CH:25]=[C:26]2[C:30](=[CH:31][CH:32]=1)[NH:29][C:28]([CH:15]([C:16]1[CH:21]=[CH:20][CH:19]=[CH:18][CH:17]=1)[C:4]1[C:5](=[O:6])[C:2]([CH3:1])([C:8]3[CH:13]=[CH:12][C:11]([CH3:14])=[CH:10][CH:9]=3)[C:3]=1[OH:7])=[C:27]2[CH3:33]. Procedure: Using general procedure C, 2-methyl-2-p-tolyl-cyclobutane-1,3-dione (from Example 4.1) was reacted with benzaldehyde and 5-fluoro-3-methyl-1H-indole to give the title compound as a red solid. MS: 424.5 ([M−H]−).